From a dataset of the Open Reaction Database (ORD), a public repository of structured organic reaction records. describe an organic reaction: reactants, conditions, products, and yield The product is N(C(=O)N)N=CN(C([C@@H](NC(C)=O)CC(C)C)=O)CCCCC (N-Acetyl-L-leucine-(1-ureidoiminomethyl)pentylamide). Reaction SMILES: C([CH:3]([NH:8][C:9](=[O:19])[C@H:10]([CH2:15][CH:16]([CH3:18])[CH3:17])[NH:11][C:12](=[O:14])[CH3:13])[CH2:4][CH2:5][CH2:6][CH3:7])=O.[C:20]([O-])(=O)C.[Na+].Cl.[NH2:26][NH:27][C:28]([NH2:30])=[O:29].O>C(O)C>[NH:27]([N:26]=[CH:20][N:8]([CH2:3][CH2:4][CH2:5][CH2:6][CH3:7])[C:9](=[O:19])[C@H:10]([CH2:15][CH:16]([CH3:17])[CH3:18])[NH:11][C:12](=[O:14])[CH3:13])[C:28]([NH2:30])=[O:29] |f:1.2,3.4|. Solvent: C(C)O (ethanol). The yield is 60.6%. Procedure details: In 20 ml of ethanol was dissolved 750 mg of N-acetyl-L-leucine-(1-formyl)pentylamide obtained in the same manner as in Example 16-(c), and 1.5 g of sodium acetate, 1.0 g of semicarbazide hydrochloride, and 1 ml of water were added thereto. The mixture was allowed to react at room temperature for 24 hours. After completion of the reaction, the reaction mixture was washed with a saturated brine and dried over anhydrous sodium sulfate. The solvent was removed by distillation under reduced pressure,... Starting materials: O (water), C(C)(=O)[O-].[Na+] (sodium acetate), Cl.NNC(=O)N (semicarbazide hydrochloride), C(=O)C(CCCC)NC([C@@H](NC(C)=O)CC(C)C)=O (N-acetyl-L-leucine-(1-formyl)pentylamide). The reactants are solution, Cl (HCl), FC(C1=CC=C(C=C1)[C@]12CN(C[C@@H]2C1)CCCN1C(NC(C(=C1)N1N=C(C=C1)C(F)(F)F)=O)=O)(F)F (1-(3-{(1S,5R)-1-[4-(trifluoromethyl)phenyl]-3-azabicyclo[3.1.0]hex-3-yl}propyl)-5-[3-(trifluoromethyl)-1H-pyrazol-1-yl]-2,4(1H,3H)-pyrimidinedione). The solvent is C(C)OCC (Diethyl ether), C(C)OCC (Diethyl ether). Yields the product Cl.Cl.FC(C1=CC=C(C=C1)[C@]12CN(C[C@@H]2C1)CCCN1C(NC(C(=C1)N1N=C(C=C1)C(F)(F)F)=O)=O)(F)F (1-(3-{(1S,5R)-1-[4-(trifluoromethyl)phenyl]-3-azabicyclo[3.1.0]hex-3-yl}propyl)-5-[3-(trifluoromethyl)-1H-pyrazol-1-yl]-2,4(1H,3H)-pyrimidinedione dihydrochloride). Reaction SMILES: [F:1][C:2]([F:36])([F:35])[C:3]1[CH:8]=[CH:7][C:6]([C@:9]23[CH2:14][C@H:13]2[CH2:12][N:11]([CH2:15][CH2:16][CH2:17][N:18]2[CH:23]=[C:22]([N:24]4[CH:28]=[CH:27][C:26]([C:29]([F:32])([F:31])[F:30])=[N:25]4)[C:21](=[O:33])[NH:20][C:19]2=[O:34])[CH2:10]3)=[CH:5][CH:4]=1.[ClH:37]>C(OCC)C>[ClH:37].[ClH:37].[F:36][C:2]([F:1])([F:35])[C:3]1[CH:4]=[CH:5][C:6]([C@:9]23[CH2:14][C@H:13]2[CH2:12][N:11]([CH2:15][CH2:16][CH2:17][N:18]2[CH:23]=[C:22]([N:24]4[CH:28]=[CH:27][C:26]([C:29]([F:32])([F:31])[F:30])=[N:25]4)[C:21](=[O:33])[NH:20][C:19]2=[O:34])[CH2:10]3)=[CH:7][CH:8]=1 |f:3.4.5|. Procedure details: 1-(3-{(1S,5R)-1-[4-(trifluoromethyl)phenyl]-3-azabicyclo[3.1.0]hex-3-yl}propyl)-5-[3-(trifluoromethyl)-1H-pyrazol-1-yl]-2,4(1H,3H)-pyrimidinedione (E20, 10.3 mg, 0.020 mmol) was dissolved in Diethyl ether (2 ml). 1M solution of HCl in Diethyl ether (0.044 ml, 0.044 mmol) was added. The solvent was evaporated to obtain 11.6 mg of the title compound as a yellow powder. Starting materials: CC1=CC=C(C=C1)NC(C1=C(C=CC=C1)N)=O (N-(4-methylphenyl)-2-aminobenzamide), N1=CC=C(C=C1)N1CCC(C(=O)Cl)CC1 (N-(4-pyridyl)isonipecotoyl chloride). The product is Cl.N1=CC=C(C=C1)N1CCC(CC1)C(=O)NC1=C(C(=O)NC2=CC=C(C=C2)C)C=CC=C1 (2-[[1-(4-Pyridyl)piperidin-4-ylcarbonyl]amino]-N-(4-methylphenyl)benzamide hydrochloride). The yield is 33.6%. Reaction SMILES: [CH3:1][C:2]1[CH:7]=[CH:6][C:5]([NH:8][C:9](=[O:17])[C:10]2[CH:15]=[CH:14][CH:13]=[CH:12][C:11]=2[NH2:16])=[CH:4][CH:3]=1.[N:18]1[CH:23]=[CH:22][C:21]([N:24]2[CH2:32][CH2:31][CH:27]([C:28]([Cl:30])=[O:29])[CH2:26][CH2:25]2)=[CH:20][CH:19]=1>>[ClH:30].[N:18]1[CH:23]=[CH:22][C:21]([N:24]2[CH2:25][CH2:26][CH:27]([C:28]([NH:16][C:11]3[CH:12]=[CH:13][CH:14]=[CH:15][C:10]=3[C:9]([NH:8][C:5]3[CH:4]=[CH:3][C:2]([CH3:1])=[CH:7][CH:6]=3)=[O:17])=[O:29])[CH2:31][CH2:32]2)=[CH:20][CH:19]=1 |f:2.3|. Procedure details: Using the procedure described in Example 138, N-(4-methylphenyl)-2-aminobenzamide (0.97 mmol) and N-(4-pyridyl)isonipecotoyl chloride (1.9 mmol), purifying with RPHPLC Method A, yielded 147 mg (34%) of the title compound. Product: FC1=CC=C(C=C1)N1N=C(C=C1C1=CC=C(C=C1)S(=O)(=O)C)NC(OC)=O (methyl N-{1-(4-fluorophenyl)-5-[4-(methylsulfonyl)phenyl]-3-pyrazolyl}carbamate). Starting materials: ClC(=O)OC (Methyl chloroformate), FC1=CC=C(C=C1)N1N=C(C=C1C1=CC=C(C=C1)S(=O)(=O)C)N (1-(4-fluorophenyl)-5-[4-(methylsulfonyl)phenyl]pyrazole-3-amine), N1=CC=CC=C1 (pyridine). The solvent is C(C)(=O)OCC (ethyl acetate), C(C)#N (acetonitrile), C(C)#N (acetonitrile), O1CCCC1 (tetrahydrofuran). Procedure details: Methyl chloroformate (0.163 ml) in acetonitrile (0.7 ml) was added dropwise to a stirred solution of 1-(4-fluorophenyl)-5-[4-(methylsulfonyl)phenyl]pyrazole-3-amine (0.7 g) and pyridine (0.171 ml) in acetonitrile (6 ml) and tetrahydrofuran (7 ml) at -20° C. The mixture was stirred at 5° C. for 1 hour, diluted with ethyl acetate, washed with water, dried, and concentrated. The residue (0.9 g) was recrystallized from a mixture of chloroform and ethanol to give pale brown crystals of methyl N-{1-(4... Run at temperature 5 celsius, time 1 hour. Reaction SMILES: Cl[C:2]([O:4][CH3:5])=[O:3].[F:6][C:7]1[CH:12]=[CH:11][C:10]([N:13]2[C:17]([C:18]3[CH:23]=[CH:22][C:21]([S:24]([CH3:27])(=[O:26])=[O:25])=[CH:20][CH:19]=3)=[CH:16][C:15]([NH2:28])=[N:14]2)=[CH:9][CH:8]=1.N1C=CC=CC=1>C(#N)C.O1CCCC1.C(OCC)(=O)C>[F:6][C:7]1[CH:8]=[CH:9][C:10]([N:13]2[C:17]([C:18]3[CH:23]=[CH:22][C:21]([S:24]([CH3:27])(=[O:26])=[O:25])=[CH:20][CH:19]=3)=[CH:16][C:15]([NH:28][C:2](=[O:3])[O:4][CH3:5])=[N:14]2)=[CH:11][CH:12]=1. Starting materials: C(C)(=O)OC1=CC=C(C=C1)C#CC(C(=O)NC=1C=C2COC(=O)C2=CC1)(CC1(CC1)C1=C(C=CC(=C1)C(F)(F)F)F)O (rac-5-{2-[(4-Acetoxyphenyl)ethinyl]-2-hydroxy-3-[1-(2-fluoro-5-trifluoromethylphenyl)-cyclopropyl]-propionylamino}phthalide), C([O-])(O)=O.[Na+] (sodium bicarbonate). Solvent: C(C)(=O)OCC (ethyl acetate), CO (methanol). The product is OC(C(=O)NC=1C=C2COC(=O)C2=CC1)(CC1(CC1)C1=C(C=CC(=C1)C(F)(F)F)F)C#CC1=CC=C(C=C1)O (rac-5-{2-Hydroxy-2-[(4-hydroxyphenyl)ethinyl]-3-[1-(2-fluoro-5-trifluoromethylphenyl)-cyclopropyl]-propionylamino}phthalide). Isolated yield 91.0%. Reaction SMILES: C([O:4][C:5]1[CH:10]=[CH:9][C:8]([C:11]#[C:12][C:13]([OH:42])([CH2:27][C:28]2([C:31]3[CH:36]=[C:35]([C:37]([F:40])([F:39])[F:38])[CH:34]=[CH:33][C:32]=3[F:41])[CH2:30][CH2:29]2)[C:14]([NH:16][C:17]2[CH:18]=[C:19]3[C:24](=[CH:25][CH:26]=2)[C:22](=[O:23])[O:21][CH2:20]3)=[O:15])=[CH:7][CH:6]=1)(=O)C.C(=O)(O)[O-].[Na+]>CO.C(OCC)(=O)C>[OH:42][C:13]([C:12]#[C:11][C:8]1[CH:9]=[CH:10][C:5]([OH:4])=[CH:6][CH:7]=1)([CH2:27][C:28]1([C:31]2[CH:36]=[C:35]([C:37]([F:38])([F:40])[F:39])[CH:34]=[CH:33][C:32]=2[F:41])[CH2:29][CH2:30]1)[C:14]([NH:16][C:17]1[CH:18]=[C:19]2[C:24](=[CH:25][CH:26]=1)[C:22](=[O:23])[O:21][CH2:20]2)=[O:15] |f:1.2|. Reported procedure: A solution of the compound described under 6 (45 mg) in 5 ml of methanol was mixed with sodium bicarbonate (130 mg). Stirring was continued for 2 more hours at 23° C. Then, the reaction mixture was diluted with ethyl acetate. Then, it was washed twice with saturated sodium chloride solution. After drying on sodium sulfate, the crude product was purified on silica gel by column chromatography. 38 mg of product was obtained. Reactants: COC(=O)NN (N-methoxycarbonyl hydrazine), C1(=CC=CC=C1)C=C1C(CCCCC1)=O (2-phenylmethylenecycloheptan-1-one). Run in C(C)O (ethanol). The product is COC(=O)NN=C1C(CCCCC1)=CC1=CC=CC=C1 (N-(methoxycarbonyl)N'-(2-phenylmethylenecycloheptylidene)-hydrazine). The yield is 91.0%. As a reaction SMILES: [CH3:1][O:2][C:3]([NH:5][NH2:6])=[O:4].[C:7]1([CH:13]=[C:14]2[CH2:20][CH2:19][CH2:18][CH2:17][CH2:16][C:15]2=O)[CH:12]=[CH:11][CH:10]=[CH:9][CH:8]=1>C(O)C>[CH3:1][O:2][C:3]([NH:5][N:6]=[C:15]1[CH2:16][CH2:17][CH2:18][CH2:19][CH2:20][C:14]1=[CH:13][C:7]1[CH:8]=[CH:9][CH:10]=[CH:11][CH:12]=1)=[O:4]. Procedure details: 9.0 g (0.1 mole) of N-methoxycarbonyl hydrazine are dissolved in 250 ml of anhydrous ethanol, under stirring, and 20.0 g (0.1 mole) of 2-phenylmethylenecycloheptan-1-one are added to the solution. The reaction mixture is kept at the boiling point under stirring, thereafter clarified with activated carbon, filtered and the filtrate is crystallized. 24.78 g of the named compound are obtained. Yield: 91%. The reactants are BrCC1=C(C=CC=C1)C1=C(C(=O)C2=CC=CC=C2)C=C(C=C1)Cl (2-(o-bromomethylphenyl)-5-chlorobenzophenone), N (ammonia). The solvent is O1CCCC1 (tetrahydrofuran). Reaction conditions: time 2 day. Product: ClC1=CC2=C(C3=C(CN=C2C2=CC=CC=C2)C=CC=C3)C=C1 (9-chloro-7-phenyl-5H-dibenz[c,e]azepine). Reaction SMILES: Br[CH2:2][C:3]1[CH:8]=[CH:7][CH:6]=[CH:5][C:4]=1[C:9]1[CH:22]=[CH:21][C:20]([Cl:23])=[CH:19][C:10]=1[C:11]([C:13]1[CH:18]=[CH:17][CH:16]=[CH:15][CH:14]=1)=O.[NH3:24]>O1CCCC1>[Cl:23][C:20]1[CH:21]=[CH:22][C:9]2[C:4]3[CH:5]=[CH:6][CH:7]=[CH:8][C:3]=3[CH2:2][N:24]=[C:11]([C:13]3[CH:18]=[CH:17][CH:16]=[CH:15][CH:14]=3)[C:10]=2[CH:19]=1. Reported procedure: The solution of 2.8 g of 2-(o-bromomethylphenyl)-5-chlorobenzophenone in 20 ml of tetrahydrofuran is added dropwise to the solution of 130 ml of saturated ethanolic ammonia while stirring. After 2 days' standing at room temperature the mixture is evaporated, the residue taken up in methylene chloride, the solution washed with aqueous sodium carbonate, dried, evaporated and the residue crystallized from methanol to give the 9-chloro-7-phenyl-5H-dibenz[c,e]azepine melting at 118°-119°. Starting materials: CCOCC, CS(C)=O, C(=NC1CCCCC1)=NC1CCCCC1, COc1ccc2[nH]c(C)c(CCO)c2c1C(=O)c1ccc(Cl)cc1. Product: COc1ccc2[nH]c(C)c(CC=O)c2c1C(=O)c1ccc(Cl)cc1. As a reaction SMILES: [CH3:40][CH2:41][O:42][CH2:43][CH3:44].[CH3:45][S:46]([CH3:47])=[O:48].[CH:25]1([N:26]=[C:27]=[N:28][CH:29]2[CH2:30][CH2:31][CH2:32][CH2:33][CH2:34]2)[CH2:35][CH2:36][CH2:37][CH2:38][CH2:39]1.[Cl:1][c:2]1[cH:3][cH:4][c:5]([C:6](=[O:7])[c:8]2[c:9]3[c:10]([CH2:20][CH2:21][OH:22])[c:11]([CH3:19])[nH:12][c:13]3[cH:14][cH:15][c:16]2[O:17][CH3:18])[cH:23][cH:24]1>>[Cl:1][c:2]1[cH:3][cH:4][c:5]([C:6](=[O:7])[c:8]2[c:9]3[c:10]([CH2:20][CH:21]=[O:22])[c:11]([CH3:19])[nH:12][c:13]3[cH:14][cH:15][c:16]2[O:17][CH3:18])[cH:23][cH:24]1. The reactants are CCO, [Cl-], NC(=O)c1ccc(Cl)nc1, [H-], [NH4+], [Na+]. Yields the product CCOc1ccc(C(N)=O)cn1. RXN SMILES: [CH3:15][CH2:16][OH:17].[Cl-:13].[Cl:1][c:2]1[n:3][cH:4][c:5]([C:6](=[O:7])[NH2:8])[cH:9][cH:10]1.[H-:11].[NH4+:14].[Na+:12]>>[c:2]1([O:17][CH2:16][CH3:15])[n:3][cH:4][c:5]([C:6](=[O:7])[NH2:8])[cH:9][cH:10]1.